This data is from the Open Reaction Database (ORD), a public repository of structured organic reaction records. The task is: describe an organic reaction: reactants, conditions, products, and yield The product is Cc1cc(-c2ccc(C(F)(F)F)cc2)cc(-c2cccc(-c3cccc(S(=O)(=O)NC4CCOCC4)c3)n2)n1. The reactants are C1CCOC1, Cc1cc(-c2ccc(C(F)(F)F)cc2)cc(-c2cccc(-c3cccc(S(=O)(=O)Cl)c3)n2)n1, CCOC(C)=O, NC1CCOCC1. RXN SMILES: [CH2:41]1[O:42][CH2:43][CH2:44][CH2:45]1.[CH3:1][c:2]1[cH:3][c:4](-[c:24]2[cH:25][cH:26][c:27]([C:30]([F:31])([F:32])[F:33])[cH:28][cH:29]2)[cH:5][c:6](-[c:8]2[n:9][c:10](-[c:14]3[cH:15][c:16]([S:20](=[O:21])(=[O:22])[Cl:23])[cH:17][cH:18][cH:19]3)[cH:11][cH:12][cH:13]2)[n:7]1.[CH3:46][CH2:47][O:48][C:49]([CH3:50])=[O:51].[NH2:34][CH:35]1[CH2:36][CH2:37][O:38][CH2:39][CH2:40]1>>[CH3:1][c:2]1[cH:3][c:4](-[c:24]2[cH:25][cH:26][c:27]([C:30]([F:31])([F:32])[F:33])[cH:28][cH:29]2)[cH:5][c:6](-[c:8]2[n:9][c:10](-[c:14]3[cH:15][c:16]([S:20](=[O:21])(=[O:22])[NH:34][CH:35]4[CH2:36][CH2:37][O:38][CH2:39][CH2:40]4)[cH:17][cH:18][cH:19]3)[cH:11][cH:12][cH:13]2)[n:7]1. The reactants are COC1=C(C=C(C=O)C=C1)[N+](=O)[O-] (4-Methoxy-3-nitrobenzaldehyde), S([O-])(O)=O.[Na+] (sodium bisulfite), ClC1=C(C=C(C(=C1)N)N)Cl (1,2-dichloro-4,5-phenylenediamine). Run in C(C)O (ethanol). Yields the product ClC1=CC2=C(NC(=N2)C2=CC(=C(C=C2)OC)[N+](=O)[O-])C=C1Cl (5,6-Dichloro-2-(4-methoxy-3-nitro-phenyl)-1H-benzoimidazole). As a reaction SMILES: [CH3:1][O:2][C:3]1[CH:10]=[CH:9][C:6]([CH:7]=O)=[CH:5][C:4]=1[N+:11]([O-:13])=[O:12].S(=O)(O)[O-].[Na+].[Cl:19][C:20]1[CH:25]=[C:24]([NH2:26])[C:23]([NH2:27])=[CH:22][C:21]=1[Cl:28]>C(O)C>[Cl:19][C:20]1[C:21]([Cl:28])=[CH:22][C:23]2[NH:27][C:7]([C:6]3[CH:9]=[CH:10][C:3]([O:2][CH3:1])=[C:4]([N+:11]([O-:13])=[O:12])[CH:5]=3)=[N:26][C:24]=2[CH:25]=1 |f:1.2|. Reported procedure: 4-Methoxy-3-nitrobenzaldehyde (4.65 g, 27.6 mmol) and sodium bisulfite (5.79 g, 55.2 mmol) were added to ethanol (200 mL) and refluxed for 4 hours at which time 1,2-dichloro-4,5-phenylenediamine (4.56 g, 27.6 mmol) was added and the mixture was refluxed overnight. The reaction mixture was filtered while hot, and the pea-green solid washed with ethanol.(3.09 g) mp 250° C. Reactants: CCOC(=O)Cc1cc(N)cc2ccccc12, Cl, O=N[O-], [Na+]. The product is CCOC(=O)Cc1cc(NN)cc2ccccc12, Cl. Reaction SMILES: [CH2:1]([CH3:2])[O:3][C:4]([CH2:5][c:6]1[cH:7][c:8]([NH2:16])[cH:9][c:10]2[cH:11][cH:12][cH:13][cH:14][c:15]12)=[O:17].[ClH:22].[N:18]([O-:19])=[O:20].[Na+:21]>>[CH2:1]([CH3:2])[O:3][C:4]([CH2:5][c:6]1[cH:7][c:8]([NH:16][NH2:18])[cH:9][c:10]2[cH:11][cH:12][cH:13][cH:14][c:15]12)=[O:17].[ClH:22]. Reactants: CCN(C(C)C)C(C)C, O=C(O)c1cc(Cc2n[nH]c(=O)c3ccccc23)ccc1F, O=C(COC1CCNCC1)N1CCOCC1, CN(C)C=O. The product is O=C(COC1CCN(C(=O)c2cc(Cc3n[nH]c(=O)c4ccccc34)ccc2F)CC1)N1CCOCC1. Reaction SMILES: [CH:39]([N:40]([CH2:41][CH3:42])[CH:43]([CH3:44])[CH3:45])([CH3:46])[CH3:47].[F:1][c:2]1[c:3]([C:4](=[O:5])[OH:6])[cH:7][c:8]([CH2:11][c:12]2[n:13][nH:14][c:15](=[O:22])[c:16]3[cH:17][cH:18][cH:19][cH:20][c:21]23)[cH:9][cH:10]1.[O:23]1[CH2:24][CH2:25][N:26]([C:29]([CH2:30][O:31][CH:32]2[CH2:33][CH2:34][NH:35][CH2:36][CH2:37]2)=[O:38])[CH2:27][CH2:28]1.[O:48]=[CH:49][N:50]([CH3:51])[CH3:52]>>[F:1][c:2]1[c:3]([C:4](=[O:5])[N:35]2[CH2:34][CH2:33][CH:32]([O:31][CH2:30][C:29]([N:26]3[CH2:25][CH2:24][O:23][CH2:28][CH2:27]3)=[O:38])[CH2:37][CH2:36]2)[cH:7][c:8]([CH2:11][c:12]2[n:13][nH:14][c:15](=[O:22])[c:16]3[cH:17][cH:18][cH:19][cH:20][c:21]23)[cH:9][cH:10]1.